Task: describe an organic reaction: reactants, conditions, products, and yield. Dataset: the Open Reaction Database (ORD), a public repository of structured organic reaction records Reactants: C(C)(=O)OC1=C(C=C(C2=CC=CC(=C12)C)/C=C/C(=O)OCC)C(C)C (ethyl (E)-3-(4-acetoxy-3-isopropyl-5-methyl-1-naphthyl)propenoate), [OH-].[K+] (potassium hydroxide), Cl (hydrochloric acid), O (water). Solvent: C(C)O (ethanol). Run at temperature 0 celsius. The product is C(C)(C)C=1C=C(C2=CC=CC(=C2C1O)C)/C=C/C(=O)O ((E)-3-(3-isopropyl-4-hydroxy-5-methyl-1-naphthyl)propenoic acid). Yield: 47.9%. Reaction SMILES: C([O:4][C:5]1[C:14]2[C:9](=[CH:10][CH:11]=[CH:12][C:13]=2[CH3:15])[C:8](/[CH:16]=[CH:17]/[C:18]([O:20]CC)=[O:19])=[CH:7][C:6]=1[CH:23]([CH3:25])[CH3:24])(=O)C.[OH-].[K+].O.Cl>C(O)C>[CH:23]([C:6]1[CH:7]=[C:8](/[CH:16]=[CH:17]/[C:18]([OH:20])=[O:19])[C:9]2[C:14]([C:5]=1[OH:4])=[C:13]([CH3:15])[CH:12]=[CH:11][CH:10]=2)([CH3:25])[CH3:24] |f:1.2|. Procedure details: 0.5 g of ethyl (E)-3-(4-acetoxy-3-isopropyl-5-methyl-1-naphthyl)propenoate was dissolved in 50 ml of ethanol, to which a potassium hydroxide aqueous solution (potassium hydroxide 1.6 g/water 10 ml) was added, followed by refluxing for 30 minutes. The solution was cooled to 0° C. and water was added. Dilute hydrochloric acid was added to make the aqueous phase acidic and extracted with ethyl acetate. The organic phase was washed with brine, dried with anhydrous magnesium sulfate, and concentrated...